From a dataset of the Open Reaction Database (ORD), a public repository of structured organic reaction records. describe an organic reaction: reactants, conditions, products, and yield Starting materials: ClC=1N(C=C(N1)[N+](=O)[O-])C[C@]1(OC1)C ((R)-2-chloro-1-(2-methyloxiran-2-ylmethyl)-4-nitroimidazole), N1(CCNCC1)N=CC1=CC=C(C=C1)C(F)(F)F (N-(piperazin-1-yl)-N-(4-trifluoromethylbenzylidene)amine). Run in CN(C)C=O (DMF). Reaction conditions: temperature 75 celsius, time 7 hour. Product: ClC=1N(C=C(N1)[N+](=O)[O-])C[C@](CN1CCN(CC1)N=CC1=CC=C(C=C1)C(F)(F)F)(O)C ((S)-1-(2-chloro-4-nitroimidazol-1-yl)-2-methyl-3-{4-[(4-trifluoromethylbenzylidene)amino]piperazin-1-yl}propan-2-ol). Yield: 84.7%. RXN SMILES: [Cl:1][C:2]1[N:3]([CH2:10][C@:11]2([CH3:14])[CH2:13][O:12]2)[CH:4]=[C:5]([N+:7]([O-:9])=[O:8])[N:6]=1.[N:15]1([N:21]=[CH:22][C:23]2[CH:28]=[CH:27][C:26]([C:29]([F:32])([F:31])[F:30])=[CH:25][CH:24]=2)[CH2:20][CH2:19][NH:18][CH2:17][CH2:16]1>CN(C=O)C>[Cl:1][C:2]1[N:3]([CH2:10][C@@:11]([CH3:14])([OH:12])[CH2:13][N:18]2[CH2:17][CH2:16][N:15]([N:21]=[CH:22][C:23]3[CH:24]=[CH:25][C:26]([C:29]([F:31])([F:32])[F:30])=[CH:27][CH:28]=3)[CH2:20][CH2:19]2)[CH:4]=[C:5]([N+:7]([O-:9])=[O:8])[N:6]=1. Procedure details: A mixture of (R)-2-chloro-1-(2-methyloxiran-2-ylmethyl)-4-nitroimidazole prepared in Example 12 (218 mg, 1 mmol), N-(piperazin-1-yl)-N-(4-trifluoromethylbenzylidene)amine (283 mg, 1.1 mmol) and DMF (2 ml) was stirred at 70-80° C. for 7 hours. The reaction mixture was allowed to return to room temperature and then added water, and the resulting solution was extracted with ethyl acetate twice. The organic phases were combined, washed with water 3 times and a saturated saline solution, dried over s... Starting materials: FC1=C(C=C(C(=C1)Cl)OC1CCCC1)N1C(C2=C(C1=O)CCCC2)=O (N-(2-Fluoro-4-chloro-5-cyclopentyloxyphenyl)-3,4,5,6-tetrahydrophthalimide), C(CCC)N (butylamine). Solvent: C1=CC=CC=C1 (benzene). Run at time 8 hour. Yields the product FC1=C(C=C(C(=C1)Cl)OC1CCCC1)NC(C1=C(C(=O)NCCCC)CCCC1)=O (N-(2-fluoro-4-chloro-5-cyclopentyloxyphenyl)-N'-butyl-3,4,5,6-tetrahydrophthalamide). The yield is 61.7%. As a reaction SMILES: [F:1][C:2]1[CH:7]=[C:6]([Cl:8])[C:5]([O:9][CH:10]2[CH2:14][CH2:13][CH2:12][CH2:11]2)=[CH:4][C:3]=1[N:15]1[C:19](=[O:20])[C:18]2[CH2:21][CH2:22][CH2:23][CH2:24][C:17]=2[C:16]1=[O:25].[CH2:26]([NH2:30])[CH2:27][CH2:28][CH3:29]>C1C=CC=CC=1>[F:1][C:2]1[CH:7]=[C:6]([Cl:8])[C:5]([O:9][CH:10]2[CH2:11][CH2:12][CH2:13][CH2:14]2)=[CH:4][C:3]=1[NH:15][C:16](=[O:25])[C:17]1[CH2:24][CH2:23][CH2:22][CH2:21][C:18]=1[C:19]([NH:30][CH2:26][CH2:27][CH2:28][CH3:29])=[O:20]. Procedure details: N-(2-Fluoro-4-chloro-5-cyclopentyloxyphenyl)-3,4,5,6-tetrahydrophthalimide (1.50 g, 4.12 mmol), butylamine (0.420 g, 5.74 mmol) and benzene (25 ml) as a solvent were placed into a round bottom flask (50 cc) and stirred overnight at room temperature. After completion of the reaction, the precipitated crystals were isolated by filtration. The crystals were washed with hexane and dried to obtain N-(2-fluoro-4-chloro-5-cyclopentyloxyphenyl)-N'-butyl-3,4,5,6-tetrahydrophthalamide as white crystals (1... Reactants: CCO, Cl, [Na+], C1CCOC1, [OH-], CCOC(=O)c1ccc(-c2ccc(CC(O)CO)c(-c3ccc4c(c3)C(C)(C)CCC4(C)C)c2)cc1. Yields the product CC1(C)CCC(C)(C)c2cc(-c3cc(-c4ccc(C(=O)O)cc4)ccc3CC(O)CO)ccc21. As a reaction SMILES: [CH3:45][CH2:46][OH:47].[ClH:39].[Na+:2].[O:40]1[CH2:41][CH2:42][CH2:43][CH2:44]1.[OH-:1].[OH:3][CH:4]([CH2:5][c:6]1[c:7](-[c:23]2[cH:24][c:25]3[c:30]([cH:31][cH:32]2)[C:29]([CH3:33])([CH3:34])[CH2:28][CH2:27][C:26]3([CH3:35])[CH3:36])[cH:8][c:9](-[c:12]2[cH:13][cH:14][c:15]([C:18](=[O:19])[O:20][CH2:21][CH3:22])[cH:16][cH:17]2)[cH:10][cH:11]1)[CH2:37][OH:38]>>[OH:3][CH:4]([CH2:5][c:6]1[c:7](-[c:23]2[cH:24][c:25]3[c:30]([cH:31][cH:32]2)[C:29]([CH3:33])([CH3:34])[CH2:28][CH2:27][C:26]3([CH3:35])[CH3:36])[cH:8][c:9](-[c:12]2[cH:13][cH:14][c:15]([C:18](=[O:19])[OH:20])[cH:16][cH:17]2)[cH:10][cH:11]1)[CH2:37][OH:38]. Run at temperature 100 celsius. Starting materials: [OH-].[Na+] (NaOH), C(C)(C)(C)C1=CC=C(CN2C(N(C(C2)CCCC2=CC=C(C=C2)O)C)=O)C=C1 (1-(4-tert-butyl-benzyl)-4-[3-(4-hydroxy-phenyl)-propyl]-3-methyl-imidazolidin-2-one), CC(C)([O-])C.[K+] (potassium tert-butoxide), BrC(C(=O)OCC)(CC)CC (ethyl α-bromodiethylacetate). As a reaction SMILES: [C:1]([C:5]1[CH:28]=[CH:27][C:8]([CH2:9][N:10]2[CH2:14][CH:13]([CH2:15][CH2:16][CH2:17][C:18]3[CH:23]=[CH:22][C:21]([OH:24])=[CH:20][CH:19]=3)[N:12]([CH3:25])[C:11]2=[O:26])=[CH:7][CH:6]=1)([CH3:4])([CH3:3])[CH3:2].CC(C)([O-])C.[K+].Br[C:36]([CH2:44][CH3:45])([CH2:42][CH3:43])[C:37]([O:39]CC)=[O:38].[OH-].[Na+]>CC(O)(C)C>[C:1]([C:5]1[CH:28]=[CH:27][C:8]([CH2:9][N:10]2[CH2:14][CH:13]([CH2:15][CH2:16][CH2:17][C:18]3[CH:19]=[CH:20][C:21]([O:24][C:36]([CH2:44][CH3:45])([CH2:42][CH3:43])[C:37]([OH:39])=[O:38])=[CH:22][CH:23]=3)[N:12]([CH3:25])[C:11]2=[O:26])=[CH:7][CH:6]=1)([CH3:4])([CH3:2])[CH3:3] |f:1.2,4.5|. Run in CC(C)(C)O (2-methyl-2-propanol). The product is C(C)(C)(C)C1=CC=C(CN2C(N(C(C2)CCCC2=CC=C(OC(C(=O)O)(CC)CC)C=C2)C)=O)C=C1 (2-(4-{3-[1-(4-tert-butyl-benzyl)-3-methyl-2-oxo-imidazolidin-4-yl]-propyl}-phenoxy)-2-ethyl-butyric acid). Isolated yield 14.0%. Procedure: A mixture of 1-(4-tert-butyl-benzyl)-4-[3-(4-hydroxy-phenyl)-propyl]-3-methyl-imidazolidin-2-one (0.077 g, 0.202 mmol), potassium tert-butoxide (0.091 g, 0.745 mmol) and ethyl α-bromodiethylacetate (0.361 g, 1.61 mmol) in 2-methyl-2-propanol (8 mL) was heated to 100° C. under N2 for 16 h. Aqueous 5 N NaOH (1.5 mL) was added to the reaction mixture and it was heated at reflux an additional 1 h. The reaction mixture was cooled and quenched with 1 N HCl. The mixture was then diluted with water and ... The reactants are ClCCl, C[Zn+], [Cl-], O=C(Cl)c1cc([N+](=O)[O-])c(F)cc1Cl, Cl, C1CCOC1, c1ccc(P(c2ccccc2)(c2ccccc2)[Pd](P(c2ccccc2)(c2ccccc2)c2ccccc2)(P(c2ccccc2)(c2ccccc2)c2ccccc2)P(c2ccccc2)(c2ccccc2)c2ccccc2)cc1. The product is CC(=O)c1cc([N+](=O)[O-])c(F)cc1Cl. RXN SMILES: [CH2:19]([Cl:20])[Cl:21].[CH3:2][Zn+:3].[Cl-:1].[Cl:4][c:5]1[c:6]([C:7](=[O:8])[Cl:9])[cH:10][c:11]([N+:15](=[O:16])[O-:17])[c:12]([F:14])[cH:13]1.[ClH:18].[O:22]1[CH2:23][CH2:24][CH2:25][CH2:26]1.[cH:27]1[cH:28][cH:29][c:30]([P:31]([Pd:32]([P:33]([c:34]2[cH:35][cH:36][cH:37][cH:38][cH:39]2)([c:40]2[cH:41][cH:42][cH:43][cH:44][cH:45]2)[c:46]2[cH:47][cH:48][cH:49][cH:50][cH:51]2)([P:52]([c:53]2[cH:54][cH:55][cH:56][cH:57][cH:58]2)([c:59]2[cH:60][cH:61][cH:62][cH:63][cH:64]2)[c:65]2[cH:66][cH:67][cH:68][cH:69][cH:70]2)[P:71]([c:72]2[cH:73][cH:74][cH:75][cH:76][cH:77]2)([c:78]2[cH:79][cH:80][cH:81][cH:82][cH:83]2)[c:84]2[cH:85][cH:86][cH:87][cH:88][cH:89]2)([c:90]2[cH:91][cH:92][cH:93][cH:94][cH:95]2)[c:96]2[cH:97][cH:98][cH:99][cH:100][cH:101]2)[cH:102][cH:103]1>>[Cl:4][c:5]1[c:6]([C:7](=[O:8])[CH3:19])[cH:10][c:11]([N+:15](=[O:16])[O-:17])[c:12]([F:14])[cH:13]1. The reactants are COc1cc(OC)c(C=O)c(OC)c1, CC(=O)[O-], CO, ClCCl, [Mg+2], COC(=O)C[N+](=O)[O-], [NH4+], O=S(=O)([O-])[O-], O. The product is COC(=O)C(=Cc1c(OC)cc(OC)cc1OC)[N+](=O)[O-]. As a reaction SMILES: [CH3:1][O:2][c:3]1[c:4]([CH:5]=[O:6])[c:7]([O:13][CH3:14])[cH:8][c:9]([O:11][CH3:12])[cH:10]1.[CH3:22][C:23](=[O:24])[O-:25].[CH3:37][OH:38].[Cl:34][CH2:35][Cl:36].[Mg+2:15].[N+:26](=[O:27])([O-:28])[CH2:29][C:30](=[O:31])[O:32][CH3:33].[NH4+:21].[O-:16][S:17](=[O:18])(=[O:19])[O-:20].[OH2:39]>>[CH3:1][O:2][c:3]1[c:4]([CH:5]=[C:29]([N+:26](=[O:27])[O-:28])[C:30](=[O:31])[O:32][CH3:33])[c:7]([O:13][CH3:14])[cH:8][c:9]([O:11][CH3:12])[cH:10]1. Starting materials: diazonium salt, FC(C=1C=C(N)C=CC1)(F)F (3-trifluoromethylaniline), N(=O)[O-].[Na+] (sodium nitrite), COC1=CC=C(C=C1)C=1N=C(NC1C1=CC=C(C=C1)OC)S (4,5-bis(4-methoxyphenyl)-2-mercaptoimidazole), [H-].[Na+] (sodium hydride), Cl (hydrochloric acid). The reagents and catalysts are [Cu] (copper). The solvent is CN(C=O)C (dimethylformamide). The product is COC1=CC=C(C=C1)C=1N=C(NC1C1=CC=C(C=C1)OC)SC1=CC(=CC=C1)C(F)(F)F (4,5-bis(4-methoxyphenyl)-2-(3-trifluoromethylphenylthio)imidazole). The yield is 35.8%. Reaction SMILES: [CH3:1][O:2][C:3]1[CH:8]=[CH:7][C:6]([C:9]2[N:10]=[C:11]([SH:22])[NH:12][C:13]=2[C:14]2[CH:19]=[CH:18][C:17]([O:20][CH3:21])=[CH:16][CH:15]=2)=[CH:5][CH:4]=1.[H-].[Na+].[F:25][C:26]([F:35])([F:34])[C:27]1[CH:28]=[C:29]([CH:31]=[CH:32][CH:33]=1)N.N([O-])=O.[Na+].Cl>CN(C)C=O.[Cu]>[CH3:21][O:20][C:17]1[CH:18]=[CH:19][C:14]([C:13]2[N:12]=[C:11]([S:22][C:32]3[CH:31]=[CH:29][CH:28]=[C:27]([C:26]([F:35])([F:34])[F:25])[CH:33]=3)[NH:10][C:9]=2[C:6]2[CH:7]=[CH:8][C:3]([O:2][CH3:1])=[CH:4][CH:5]=2)=[CH:15][CH:16]=1 |f:1.2,4.5|. Procedure: Under the conditions of Example 85, 6.25 g of 4,5-bis(4-methoxyphenyl)-2-mercaptoimidazole is reacted in 150 ml of dimethylformamide in the presence of a pinch of powdered copper with 0.60 g of sodium hydride (80% in oil) and a diazonium salt solution prepared from 3.26 g of 3-trifluoromethylaniline (99%), 1.38 g of sodium nitrite, as well as 10 ml of 6N hydrochloric acid. Chromatography according to Example 85 yields 3.27 g of 4,5-bis(4-methoxyphenyl)-2-(3-trifluoromethylphenylthio)imidazole as... The reactants are CC=1C=CC(=C(C(=O)N)C1)[N+](=O)[O-] (5-methyl-2-nitrobenzamide), [K+].[Br-] (KBr). The reagents and catalysts are [Pd] (Pd-C). Solvent: CO (MeOH). Product: NC1=C(C(=O)N)C=C(C=C1)C (2-amino-5-methylbenzamide). The yield is 96.3%. Reaction SMILES: [K+].[Br-].[CH3:3][C:4]1[CH:5]=[CH:6][C:7]([N+:13]([O-])=O)=[C:8]([CH:12]=1)[C:9]([NH2:11])=[O:10]>CO.[Pd]>[NH2:13][C:7]1[CH:6]=[CH:5][C:4]([CH3:3])=[CH:12][C:8]=1[C:9]([NH2:11])=[O:10] |f:0.1|. Procedure: A mixture of 5-methyl-2-nitrobenzoic acid (12) (36.2 g, 0.2 mol) and SOCl2 (50 mL) was heated under reflux for 20 min, during which a homogeneous solution was obtained. After removal of the excess SOCl2 with the aid of a water aspirator, the residue was dissolved in dry THF (40 mL) and the solution added dropwise with stirring to an ice-cold solution of NaOH (8 g, 0.2 mol) in 28% NH4OH (300 mL). The precipitate was collected, washed with water, and recrystallized from EtOH-H2O to obtain 5-methyl...